Dataset: the Open Reaction Database (ORD), a public repository of structured organic reaction records. Task: describe an organic reaction: reactants, conditions, products, and yield The reactants are Brc1cccc(-c2nn3c(NC4CCCC4)cccc3c2-c2ccnc(NC3CCCC3)n2)c1, [C-]#N, [C-]#N, CCOC(C)=O, CN(C)C=O, [Zn+2]. Yields the product N#Cc1cccc(-c2nn3c(NC4CCCC4)cccc3c2-c2ccnc(NC3CCCC3)n2)c1. As a reaction SMILES: [Br:1][c:2]1[cH:3][c:4](-[c:8]2[n:9][n:10]3[c:11]([cH:12][cH:13][cH:14][c:15]3[NH:16][CH:17]3[CH2:18][CH2:19][CH2:20][CH2:21]3)[c:22]2-[c:23]2[n:24][c:25]([NH:29][CH:30]3[CH2:31][CH2:32][CH2:33][CH2:34]3)[n:26][cH:27][cH:28]2)[cH:5][cH:6][cH:7]1.[C-:46]#[N:47].[C-:49]#[N:50].[CH3:35][CH2:36][O:37][C:38](=[O:39])[CH3:40].[CH3:41][N:42]([CH3:43])[CH:44]=[O:45].[Zn+2:48]>>[c:2]1([C:41]#[N:42])[cH:3][c:4](-[c:8]2[n:9][n:10]3[c:11]([cH:12][cH:13][cH:14][c:15]3[NH:16][CH:17]3[CH2:18][CH2:19][CH2:20][CH2:21]3)[c:22]2-[c:23]2[n:24][c:25]([NH:29][CH:30]3[CH2:31][CH2:32][CH2:33][CH2:34]3)[n:26][cH:27][cH:28]2)[cH:5][cH:6][cH:7]1. The reactants are CCOC(=O)C(=Cc1ccc(OCc2ccccc2)c(OC)c1)OCC, CCOC(C)=O. Yields the product CCOC(=O)C(Cc1ccc(OCc2ccccc2)c(OC)c1)OCC. RXN SMILES: [CH2:1]([CH3:2])[O:3][C:4]([C:5](=[CH:6][c:7]1[cH:8][c:9]([O:21][CH3:22])[c:10]([O:13][CH2:14][c:15]2[cH:16][cH:17][cH:18][cH:19][cH:20]2)[cH:11][cH:12]1)[O:23][CH2:24][CH3:25])=[O:26].[CH3:27][CH2:28][O:29][C:30](=[O:31])[CH3:32]>>[CH2:1]([CH3:2])[O:3][C:4]([CH:5]([CH2:6][c:7]1[cH:8][c:9]([O:21][CH3:22])[c:10]([O:13][CH2:14][c:15]2[cH:16][cH:17][cH:18][cH:19][cH:20]2)[cH:11][cH:12]1)[O:23][CH2:24][CH3:25])=[O:26]. Reactants: C1(CC1)COC=1C=C(C=CC1[N+](=O)[O-])CC(=O)O (2-(3-(cyclopropylmethoxy)-4-nitrophenyl)acetic acid), C(C)O.Cl (EtOH—HCl), ester. Yields the product C1(CC1)COC=1C=C(C=CC1[N+](=O)[O-])CC(=O)OCC (Ethyl 2-(3-(cyclopropylmethoxy)-4-nitrophenyl)acetate). As a reaction SMILES: [CH:1]1([CH2:4][O:5][C:6]2[CH:7]=[C:8]([CH2:15][C:16]([OH:18])=[O:17])[CH:9]=[CH:10][C:11]=2[N+:12]([O-:14])=[O:13])[CH2:3][CH2:2]1.[CH2:19](O)[CH3:20].Cl>>[CH:1]1([CH2:4][O:5][C:6]2[CH:7]=[C:8]([CH2:15][C:16]([O:18][CH2:19][CH3:20])=[O:17])[CH:9]=[CH:10][C:11]=2[N+:12]([O-:14])=[O:13])[CH2:2][CH2:3]1 |f:1.2|. Procedure details: 2-(3-(cyclopropylmethoxy)-4-nitrophenyl)acetic acid (40 g, 143 mmol) was dissolved in 20% EtOH—HCl solution (200 ml) and refluxed for 3 h to convert the starting material to ester. The volatiles were removed under reduced pressure and the residue was extracted with ethyl acetate (×2). The combined organic extracts were washed with water, dried (Na2SO4), filtered and concentrated under reduced pressure. The crude material was purified by re crystallization to ethyl 2-(3-(cyclopropylmethoxy)-4-nit... The reactants are [N+](=O)([O-])C1=CC=C(C=C1)N1CCNCC1 (1-(4-nitrophenyl)piperazine), [Na] (sodium), C(CC(C)C)=O (isovaleraldehyde). Solvent: C(=O)(O)[O-].[Na+] (NaHCO3). Run at time 48 hour. The product is C(CC(C)C)N1CCN(CC1)C1=CC=C(C=C1)[N+](=O)[O-] (1-isopentyl-4-(4-nitrophenyl)piperazine). As a reaction SMILES: [N+:1]([C:4]1[CH:9]=[CH:8][C:7]([N:10]2[CH2:15][CH2:14][NH:13][CH2:12][CH2:11]2)=[CH:6][CH:5]=1)([O-:3])=[O:2].[Na].[CH:17](=O)[CH2:18][CH:19]([CH3:21])[CH3:20]>C([O-])(O)=O.[Na+]>[CH2:17]([N:13]1[CH2:14][CH2:15][N:10]([C:7]2[CH:6]=[CH:5][C:4]([N+:1]([O-:3])=[O:2])=[CH:9][CH:8]=2)[CH2:11][CH2:12]1)[CH2:18][CH:19]([CH3:21])[CH3:20] |f:3.4,^1:15|. Procedure details: A suspension of 1-(4-nitrophenyl)piperazine (5.00 g, 24.1 mmol, 1.0 eq), sodium triaectoxyborohydride (10.23 g, 48.3 mmol, 2 eq), and isovaleraldehyde (4.16 g, 5.18 mL, 48.3 mmol) is stirred at RT for 48 h. The reaction mixture is transferred to a separatory funnel and the solution washed with 10% aqueous NaCl solution (2×50 mL) (gas evolution). A yellow precipitate formed in the separatory funnel DCM (50 mL) was added followed by a saturated aqueous solution of NaHCO3 (50 mL) and the precipitat... Reactants: C(C)(C)(C)OC(=O)N(NC([C@@H](CC1=CC=CC=C1)N(C)C(=O)OCC1C2=CC=CC=C2C=2C=CC=CC12)=O)C (N'-((2R)-2-[N-(((9H-fluoren-9-yl)methoxy)carbonyl)-N-methylamino]-3-phenylpropionyl)-N-methylhydrazinecarboxylic acid tert-butyl ester), NCCN(CCN)CCN (tris(2-aminoethyl)amine). The solvent is C(Cl)Cl (methylene chloride), C(Cl)Cl (methylene chloride). Reaction conditions: time 60 minute. The product is C(C)(C)(C)OC(=O)N(NC([C@@H](CC1=CC=CC=C1)NC)=O)C (N-methyl-N'-((2R)-2-(methylamino)-3-phenylpropionyl)hydrazinecarboxylic acid tert-butyl ester). Yield: 89.9%. Reaction SMILES: [C:1]([O:5][C:6]([N:8]([CH3:39])[NH:9][C:10](=[O:38])[C@H:11]([N:19](C(OCC1C2C=CC=CC=2C2C1=CC=CC=2)=O)[CH3:20])[CH2:12][C:13]1[CH:18]=[CH:17][CH:16]=[CH:15][CH:14]=1)=[O:7])([CH3:4])([CH3:3])[CH3:2].NCCN(CCN)CCN>C(Cl)Cl>[C:1]([O:5][C:6]([N:8]([CH3:39])[NH:9][C:10](=[O:38])[C@H:11]([NH:19][CH3:20])[CH2:12][C:13]1[CH:14]=[CH:15][CH:16]=[CH:17][CH:18]=1)=[O:7])([CH3:3])([CH3:2])[CH3:4]. Procedure details: To a solution of N'-((2R)-2-[N-(((9H-fluoren-9-yl)methoxy)carbonyl)-N-methylamino]-3-phenylpropionyl)-N-methylhydrazinecarboxylic acid tert-butyl ester (0.65 g, 1.23 mmol) in methylene chloride (4 ml) was added tris(2-aminoethyl)amine (4 ml) and the mixture was stirred at room temperature for 60 min. Then methylene chloride (50 ml) was added and the mixture was washed with brine (2×20 ml), phosphate buffer (pH=6, 2×20 ml), water (20 ml), brine (10 ml), dried (MgSO4), filtered and concentrated in... The reactants are CCOC(=O)c1c(N2CCN(C(=O)c3cccs3)CC2)c2sccc2[nH]c1=O, Fc1ccc(CBr)cc1, [H-], [Na+], CN(C)C=O, O. Yields the product CCOC(=O)c1c(N2CCN(C(=O)c3cccs3)CC2)c2sccc2n(Cc2ccc(F)cc2)c1=O. RXN SMILES: [CH2:1]([CH3:2])[O:3][C:4](=[O:5])[c:6]1[c:7]([N:16]2[CH2:17][CH2:18][N:19]([C:22](=[O:23])[c:24]3[s:25][cH:26][cH:27][cH:28]3)[CH2:20][CH2:21]2)[c:8]2[c:9]([nH:10][c:11]1=[O:12])[cH:13][cH:14][s:15]2.[F:31][c:32]1[cH:33][cH:34][c:35]([CH2:36][Br:37])[cH:38][cH:39]1.[H-:30].[Na+:29].[O:41]=[CH:42][N:43]([CH3:44])[CH3:45].[OH2:40]>>[CH2:1]([CH3:2])[O:3][C:4](=[O:5])[c:6]1[c:7]([N:16]2[CH2:17][CH2:18][N:19]([C:22](=[O:23])[c:24]3[s:25][cH:26][cH:27][cH:28]3)[CH2:20][CH2:21]2)[c:8]2[c:9]([n:10]([CH2:36][c:35]3[cH:34][cH:33][c:32]([F:31])[cH:39][cH:38]3)[c:11]1=[O:12])[cH:13][cH:14][s:15]2. Reactants: [OH-].[K+] (potassium hydroxide), C(CO)O (ethylene glycol), C1OC=2C=C(C=CC2O1)[N+](=O)[O-] (3,4-methylenedioxynitrobenzene). Run at temperature -5 celsius. The product is OC1=C(OC(C)O)C=CC(=C1)[N+](=O)[O-] (2-hydroxy-4-nitrophenoxyethanol). Reaction SMILES: [OH-:1].[K+].[CH2:3]1[O:11][C:10]2[CH:9]=[CH:8][C:7]([N+:12]([O-:14])=[O:13])=[CH:6][C:5]=2[O:4]1.[CH2:15](O)CO>>[OH:1][C:5]1[CH:6]=[C:7]([N+:12]([O-:14])=[O:13])[CH:8]=[CH:9][C:10]=1[O:11][CH:3]([OH:4])[CH3:15] |f:0.1|. Procedure: 0.2 mol (11.2 g) of potassium hydroxide is dissolved in 167 ml of ethylene glycol in a boiling water bath. 0.1 mol (16.7 g) of 3,4-methylenedioxynitrobenzene is added, with stirring, the temperature being kept in the region of 100° C. After heating for two hours, the reaction medium is cooled to -5° C. The expected product crystallizes in the form of the potassium phenate. The phenate is filtered off and then redissolved in 250 ml of water, and the solution is acidified to pH=6 with concentrated... The reactants are CC(C#C)NC(C1=C(C(=CC=C1)C(F)(F)F)Cl)=O (N-(but-3-yn-2-yl)-2-chloro-3-(trifluoromethyl)benzamide), N1=NN=C2N1C=CC=N2 (tetrazolo[1,5-a]pyrimidine), ClC1=C(C(=O)Cl)C=CC(=C1)F (2-chloro-4-fluorobenzoyl chloride), C(C=C)Br (allyl bromide), C(=O)([O-])[O-].[Cs+].[Cs+] (Cs2CO3). The reagents and catalysts are [Cu]I (CuI). Run in CCOC(=O)C (EtOAc), C1CCOC1 (THF). Reaction conditions: time 16 hour. The product is ClC1=C(C(=O)Cl)C=CC(=C1)Cl (2,4-dichlorobenzoyl chloride). Yield: 67.0%. As a reaction SMILES: CC(NC(=O)C1C=CC=C(C(F)(F)F)C=1[Cl:17])C#C.N1N2C=CC=NC2=NN=1.[Cl:28][C:29]1[CH:37]=[C:36](F)[CH:35]=[CH:34][C:30]=1[C:31]([Cl:33])=[O:32].C(Br)C=C.C([O-])([O-])=O.[Cs+].[Cs+]>C1COCC1.[Cu]I.CCOC(C)=O>[Cl:28][C:29]1[CH:37]=[C:36]([Cl:17])[CH:35]=[CH:34][C:30]=1[C:31]([Cl:33])=[O:32] |f:4.5.6|. Procedure: To the suspension of Intermediate 233 (138 mg, 0.5 mmol, 1.0 equiv), tetrazolo[1,5-a]pyrimidine (Intermediate 234) (67 mg, 0.55 mmol, 1.1 equiv.), allyl bromide (73 mg, 0.6 mmol, 1.2 equiv.) and Cs2CO3(0.49 g, 1.5 mmol, 3.0 equiv.) in THF (2 mL), CuI (48 mg, 0.25 mmol, 0.5 equiv.) was added at room temperature in one portion under N2. The reaction mixture was then stirred at room temperature under N2 for 16 hours. Celite and EtOAc (5 mL) were added and the suspension was stirred for 20 minutes. ... The reactants are COc1ccc(C(C)C#N)cc1CNC1CCCN(C(=O)OC(C)(C)C)C1c1ccccc1, CC(C)(C)OC(=O)N1CCCC(N)C1c1ccccc1. Yields the product COc1ccc(CC#N)cc1CNC1CCCN(C(=O)OC(C)(C)C)C1c1ccccc1. As a reaction SMILES: [C:21]([CH3:22])([CH3:23])([CH3:24])[O:25][C:26](=[O:27])[N:28]1[CH:29]([c:48]2[cH:49][cH:50][cH:51][cH:52][cH:53]2)[CH:30]([NH:34][CH2:35][c:36]2[c:37]([O:46][CH3:47])[cH:38][cH:39][c:40]([CH:42]([CH3:43])[C:44]#[N:45])[cH:41]2)[CH2:31][CH2:32][CH2:33]1.[NH2:1][CH:2]1[CH2:3][CH2:4][CH2:5][N:6]([C:7]([O:8][C:9]([CH3:10])([CH3:11])[CH3:12])=[O:13])[CH:14]1[c:15]1[cH:16][cH:17][cH:18][cH:19][cH:20]1>>[C:21]([CH3:22])([CH3:23])([CH3:24])[O:25][C:26](=[O:27])[N:28]1[CH:29]([c:48]2[cH:49][cH:50][cH:51][cH:52][cH:53]2)[CH:30]([NH:34][CH2:35][c:36]2[c:37]([O:46][CH3:47])[cH:38][cH:39][c:40]([CH2:42][C:44]#[N:45])[cH:41]2)[CH2:31][CH2:32][CH2:33]1.